The task is: describe an organic reaction: reactants, conditions, products, and yield. This data is from the Open Reaction Database (ORD), a public repository of structured organic reaction records. Starting materials: CC(=O)Nc1ccc(-c2cc(=O)c3c(N)c(F)cc(F)c3o2)cc1F, CN(C)C=O, COCCCCl, [H-], [I-], [Na+], [Na+], O. Product: COCCCN(C(C)=O)c1ccc(-c2cc(=O)c3c(N)c(F)cc(F)c3o2)cc1F. Reaction SMILES: [C:9]([CH3:10])(=[O:11])[NH:12][c:13]1[c:14]([F:33])[cH:15][c:16](-[c:19]2[o:20][c:21]3[c:22]([c:23](=[O:25])[cH:24]2)[c:26]([NH2:32])[c:27]([F:31])[cH:28][c:29]3[F:30])[cH:17][cH:18]1.[CH3:36][N:37]([CH3:38])[CH:39]=[O:40].[Cl:1][CH2:2][CH2:3][CH2:4][O:5][CH3:6].[H-:34].[I-:8].[Na+:35].[Na+:7].[OH2:41]>>[CH2:2]([CH2:3][CH2:4][O:5][CH3:6])[N:12]([C:9]([CH3:10])=[O:11])[c:13]1[c:14]([F:33])[cH:15][c:16](-[c:19]2[o:20][c:21]3[c:22]([c:23](=[O:25])[cH:24]2)[c:26]([NH2:32])[c:27]([F:31])[cH:28][c:29]3[F:30])[cH:17][cH:18]1. Starting materials: [OH-].[K+] (potassium hydroxide), CCCO (N-propanol), CCCO (N-propanol), solution, Cl (hydrochloric acid), CCCO (N-propanol), solution, Cl (hydrochloric acid), CCCO (N-propanol), [Na] (sodium), C1(CCC(N1)=O)=O (succinimide). Reaction conditions: time 4 hour. Yields the product O=C1NC(CC1)OCCC (2-oxo-5-n-propyloxy pyrrolidine). As a reaction SMILES: [C:1]1(=[O:7])[NH:5][C:4](=[O:6])[CH2:3][CH2:2]1.[Na].Cl.[OH-].[K+].[CH3:12][CH2:13][CH2:14]O>>[O:7]=[C:1]1[CH2:2][CH2:3][CH:4]([O:6][CH2:12][CH2:13][CH3:14])[NH:5]1 |f:3.4,^1:7|. Reported procedure: To a mixture of 28.64 g of succinimide and of 1200 cm3 of N-propanol, cooled to -7° C., 7 g of sodium bobohydride is added. This is agitated for 4 hours at -7° to 0° C., while adding every 15 minutes 15 drops of a 2N solution of hydrochloric acid in N-propanol. The mixture is then taken to a pH of about 2 by adding a 2N solution of hydrochloric acid in N-propanol, agitated for 1 hour at about 0° C., then returned to pH 7 by the addition of a saturated solution of potassium hydroxide in N-propano... Reactants: FC1=CC=C(C#N)C=C1 (4-fluorobenzonitrile), SCCCO (3-mercapto-1-propanol). Product: OCCCSC1=CC=C(C#N)C=C1 (4-(3-hydroxypropylthio)benzonitrile). As a reaction SMILES: F[C:2]1[CH:9]=[CH:8][C:5]([C:6]#[N:7])=[CH:4][CH:3]=1.[SH:10][CH2:11][CH2:12][CH2:13][OH:14]>>[OH:14][CH2:13][CH2:12][CH2:11][S:10][C:2]1[CH:9]=[CH:8][C:5]([C:6]#[N:7])=[CH:4][CH:3]=1. Procedure: 5 g of 4-fluorobenzonitrile was used in Procedure Q with 3-mercapto-1-propanol to afford 4-(3-hydroxypropylthio)benzonitrile. 1.8 g of 4-(3-hydroxypropylthio)benzonitrile was reacted via Procedure T to give 4-(3-hydroxypropylthio)benzoic acid. 1.2 g of 4-(3-hydroxypropylthio)benzoic acid was reacted via Procedure R to give 4-(3-hydroxypropylsulfonyl)benzoic acid. 50 mg of 4-chloro-3-(pyridin-2-yl)aniline was coupled to 4-(3-hydroxypropylsulfonyl)benzoic acid via Procedure G. The product was puri... The reactants are C(C)(C)(C)OC([C@H]1NCCC1)=O (L-proline t-butyl ester), C(C1=CC=CC=C1)(=O)C1=C(C(=O)O)C=CC=C1 (o-benzoylbenzoic acid), C(C1=CC=CC=C1)(=O)C1=C(C(=O)O)C=CC=C1 (o-benzoylbenzoic acid), C(C)(C)(C)OC([C@H]1NCCC1)=O (L-proline t-butyl ester), O.ON1N=NC2=C1C=CC=C2 (1-hydroxybenzotriazole hydrate), C1CCC(CC1)N=C=NC2CCCCC2 (DCC). The solvent is C(Cl)Cl (methylene chloride). Product: CC(C)(C)OC([C@H]1N(CCC1)C(C1=C(C=CC=C1)C(C1=CC=CC=C1)=O)=O)=O (1-(2-Benzoylbenzoyl)-L-proline 1,1-dimethylethyl ester). Reaction SMILES: [C:1]([C:9]1[CH:17]=[CH:16][CH:15]=[CH:14][C:10]=1[C:11]([OH:13])=O)(=[O:8])[C:2]1[CH:7]=[CH:6][CH:5]=[CH:4][CH:3]=1.[C:18]([O:22][C:23](=[O:29])[C@@H:24]1[CH2:28][CH2:27][CH2:26][NH:25]1)([CH3:21])([CH3:20])[CH3:19].O.ON1C2C=CC=CC=2N=N1.C1CCC(N=C=NC2CCCCC2)CC1>C(Cl)Cl>[CH3:21][C:18]([O:22][C:23](=[O:29])[C@@H:24]1[CH2:28][CH2:27][CH2:26][N:25]1[C:11](=[O:13])[C:10]1[CH:14]=[CH:15][CH:16]=[CH:17][C:9]=1[C:1](=[O:8])[C:2]1[CH:3]=[CH:4][CH:5]=[CH:6][CH:7]=1)([CH3:19])[CH3:20] |f:2.3|. Procedure details: 6.78 g (30mmol) of o-benzoylbenzoic acid, 5.13 g (30 mmol) of L-proline t-butyl ester, 4.05 g (30 mmol) of 1-hydroxybenzotriazole hydrate and 6.18 g (30 mmol) of DCC in 100 ml methylene chloride were reacted in the manner described in Example 25 for the coupling of o-benzoylbenzoic acid with L-proline t-butyl ester. A standard work-up as described in Example 25 afforded a viscous gum which was purified by flash chromatography on silica gel with 40:1/methylene chloride:methanol as eluant to give ... The reactants are CC(C)(C)[O-], Cc1cccc(C)c1CC#N, Cc1ccccc1, CCOC=O, [K+]. The product is Cc1cccc(C)c1C(C#N)=CO. RXN SMILES: [CH3:17][C:18]([CH3:19])([O-:20])[CH3:21].[CH3:1][c:2]1[c:3]([CH2:9][C:10]#[N:11])[c:4]([CH3:8])[cH:5][cH:6][cH:7]1.[CH3:23][c:24]1[cH:25][cH:26][cH:27][cH:28][cH:29]1.[CH:12](=[O:13])[O:14][CH2:15][CH3:16].[K+:22]>>[CH3:1][c:2]1[c:3]([C:9]([C:10]#[N:11])=[CH:12][OH:13])[c:4]([CH3:8])[cH:5][cH:6][cH:7]1. Yields the product C=CCn1c(C)c(CO)c2cc(C#N)nc(N3CCc4ccccc4C3)c21. As a reaction SMILES: [BH4-:1].[CH2:3]([CH:4]=[CH2:5])[n:6]1[c:7]([CH3:29])[c:8]([CH:27]=[O:28])[c:9]2[c:10]1[c:11]([N:17]1[CH2:18][c:19]3[cH:20][cH:21][cH:22][cH:23][c:24]3[CH2:25][CH2:26]1)[n:12][c:13]([C:15]#[N:16])[cH:14]2.[CH3:31][OH:32].[Na+:2].[OH2:30]>>[CH2:3]([CH:4]=[CH2:5])[n:6]1[c:7]([CH3:29])[c:8]([CH2:27][OH:28])[c:9]2[c:10]1[c:11]([N:17]1[CH2:18][c:19]3[cH:20][cH:21][cH:22][cH:23][c:24]3[CH2:25][CH2:26]1)[n:12][c:13]([C:15]#[N:16])[cH:14]2. Reactants: [BH4-], C=CCn1c(C)c(C=O)c2cc(C#N)nc(N3CCc4ccccc4C3)c21, CO, [Na+], O. Starting materials: CC1=C(N=CN1)C=C1CCC=2N(C3=CC=CC=C3C2)C1=O (8,9-dihydro-7-[(5-methyl-1H-imidazol-4-yl)methylene]pyrido[1,2-a]indol-6(7H)-one), C(=O)[O-].[NH4+] (ammonium formate), C(C)O (ethanol), O1CCCC1 (tetrahydrofuran). The reagents and catalysts are [Pd] (palladium on carbon). The solvent is O (water). Run at temperature 60 celsius. Yields the product CC1=C(N=CN1)CC1CCC=2N(C3=CC=CC=C3C2)C1=O (8,9-dihydro-7-[(5-methyl-1H-imidazol-4-yl)methyl]pyrido[1,2-a]indol-6(7H)-one). The yield is 89.7%. RXN SMILES: [CH3:1][C:2]1[NH:6][CH:5]=[N:4][C:3]=1[CH:7]=[C:8]1[C:20](=[O:21])[N:12]2[C:13]3[C:18]([CH:19]=[C:11]2[CH2:10][CH2:9]1)=[CH:17][CH:16]=[CH:15][CH:14]=3.C([O-])=O.[NH4+].C(O)C.O1CCCC1>[Pd].O>[CH3:1][C:2]1[NH:6][CH:5]=[N:4][C:3]=1[CH2:7][CH:8]1[C:20](=[O:21])[N:12]2[C:13]3[C:18]([CH:19]=[C:11]2[CH2:10][CH2:9]1)=[CH:17][CH:16]=[CH:15][CH:14]=3 |f:1.2|. Procedure details: To a mixture of 8,9-dihydro-7-[(5-methyl-1H-imidazol-4-yl)methylene]pyrido[1,2-a]indol-6(7H)-one (10.9 g), ammonium formate (17.2 g), ethanol (130 ml), and tetrahydrofuran (110 ml) was added a suspension of 10% palladium on carbon (3.3 g) in water (30 ml). The mixture was heated at 60° C. for 2 hours and then cooled. After filtration of the catalyst, the filtrate was evaporated in vacuo. The residue was dissolved in 10% methanol-chloroform. The organic layer was washed successively with aqueous ... Starting materials: C(C1=CC=CC=C1)N1CCC(CC1)NC(C1=CC=CC=C1)C=1C=NC=CC1N (3-[α-{(1-benzyl-piperidin-4-yl)amino}benzyl]-4-aminopyridine), C(=O)(N1C=NC=C1)N1C=NC=C1 (1,1'-carbonyldiimidazole). Run in O1CCCC1 (tetrahydrofuran). Product: C(C1=CC=CC=C1)N1CCC(CC1)N1C(NC2=C(C1C1=CC=CC=C1)C=NC=C2)=O (3-(1-benzylpiperidin-4-yl)-4-phenyl-2-oxo-1,2,3,4-tetrahydropyrido[4,3-d]pyrimidine). Yield: 338.7%. RXN SMILES: [CH2:1]([N:8]1[CH2:13][CH2:12][CH:11]([NH:14][CH:15]([C:22]2[CH:23]=[N:24][CH:25]=[CH:26][C:27]=2[NH2:28])[C:16]2[CH:21]=[CH:20][CH:19]=[CH:18][CH:17]=2)[CH2:10][CH2:9]1)[C:2]1[CH:7]=[CH:6][CH:5]=[CH:4][CH:3]=1.[C:29](N1C=CN=C1)(N1C=CN=C1)=[O:30]>O1CCCC1>[CH2:1]([N:8]1[CH2:13][CH2:12][CH:11]([N:14]2[CH:15]([C:16]3[CH:21]=[CH:20][CH:19]=[CH:18][CH:17]=3)[C:22]3[CH:23]=[N:24][CH:25]=[CH:26][C:27]=3[NH:28][C:29]2=[O:30])[CH2:10][CH2:9]1)[C:2]1[CH:7]=[CH:6][CH:5]=[CH:4][CH:3]=1. Reported procedure: To a solution of 8.0 g (21.5 mmol) of 3-[α-{(1-benzyl-piperidin-4-yl)amino}benzyl]-4-aminopyridine in 100 mL of tetrahydrofuran was added 5.0 g (3.1 mmol) of 1,1'-carbonyldiimidazole, and the mixture was heated under reflux for 8 hours. After being cooled, the reaction mixture was concentrated in vacuo, and the residue was purified by means of column chromatography (silica gel, 1:9 methanol:chloroform). The resulting crude crystals were recrystallized from diethyl ether/ethanol to give 4.2 g (10...